This data is from the Open Reaction Database (ORD), a public repository of structured organic reaction records. The task is: describe an organic reaction: reactants, conditions, products, and yield Starting materials: CC(=O)Oc1cc2cc(C(=O)O)c(=O)[nH]c2cc1OC(C)=O, CN(C)C=O, O=S(Cl)Cl, c1ccccc1. The product is CC(=O)Oc1cc2cc(C(=O)Cl)c(=O)[nH]c2cc1OC(C)=O. As a reaction SMILES: [C:1]([CH3:2])(=[O:3])[O:4][c:5]1[cH:6][c:7]2[cH:8][c:9]([C:20](=[O:21])[OH:22])[c:10](=[O:19])[nH:11][c:12]2[cH:13][c:14]1[O:15][C:16]([CH3:17])=[O:18].[CH3:27][N:28]([CH3:29])[CH:30]=[O:31].[S:23]([Cl:24])([Cl:25])=[O:26].[cH:32]1[cH:33][cH:34][cH:35][cH:36][cH:37]1>>[C:1]([CH3:2])(=[O:3])[O:4][c:5]1[cH:6][c:7]2[cH:8][c:9]([C:20](=[O:22])[Cl:25])[c:10](=[O:19])[nH:11][c:12]2[cH:13][c:14]1[O:15][C:16]([CH3:17])=[O:18].